Dataset: the Open Reaction Database (ORD), a public repository of structured organic reaction records. Task: describe an organic reaction: reactants, conditions, products, and yield RXN SMILES: [Cl:1][C:2]1[CH:3]=[CH:4][C:5]([OH:10])=[C:6]([CH:9]=1)[CH:7]=[O:8].[CH2:11](O)[CH2:12][OH:13]>C1(C)C=CC=CC=1.O.C1(C)C=CC(S(O)(=O)=O)=CC=1>[Cl:1][C:2]1[CH:3]=[CH:4][C:5]([OH:10])=[C:6]([CH:7]2[O:13][CH2:12][CH2:11][O:8]2)[CH:9]=1 |f:3.4|. Run in C1(=CC=CC=C1)C (toluene). Procedure: A mixture of 5-chloro-2-hydroxybenzaldehyde (20.0 g, 0.128 mol), ethane-1,2-diol (40.0 g, 0.644 mol) and p-toluenesulfonic acid monohydrate (0.44 g, 2.56 mmol) dissolved in toluene (200 mL) was refluxed for 40 h with a dean-stark to remove water. After the reaction mixture was cooled to room temperature, EtOAc (200 mL) was added. Then the organic phase was washed with saturated NaHCO3 solution, dried over anhydrous Na2SO4 and concentrated to give the title compound as a light-yellow solid (24.6 ... Yield: 95.8%. The reagents and catalysts are O.C1(=CC=C(C=C1)S(=O)(=O)O)C (p-toluenesulfonic acid monohydrate). The product is ClC1=CC(=C(C=C1)O)C1OCCO1 (4-Chloro-2-[1,3]dioxolan-2-yl-phenol). Starting materials: ClC=1C=CC(=C(C=O)C1)O (5-chloro-2-hydroxybenzaldehyde), C(CO)O (ethane-1,2-diol). Reactants: C(C)N1C=C(C(C2=CC(=C(C=C12)N1CC(NCC1)C1=CN(C2=CC=CC=C12)S(=O)(=O)C1=CC=CC=C1)F)=O)C(=O)O (1-ethyl-6-fluoro-1,4-dihydro-4-oxo-7-[3-[1-(phenylsulfonyl)-1H-indol-3-yl]-1-piperazinyl]-3-quinolinecarboxylic acid), [OH-].[Na+] (sodium hydroxide). The solvent is O1CCOCC1 (dioxane). Yields the product C(C)N1C=C(C(C2=CC(=C(C=C12)N1CC(NCC1)C1=CNC2=CC=CC=C12)F)=O)C(=O)O (1-Ethyl-6-fluoro-1,4-dihydro-7-[ 3-(1H-indol-3-yl)-1-piperazinyl]-4-oxo-3-quinolinecarboxylic acid). Isolated yield 64.5%. RXN SMILES: [CH2:1]([N:3]1[C:12]2[C:7](=[CH:8][C:9]([F:37])=[C:10]([N:13]3[CH2:18][CH2:17][NH:16][CH:15]([C:19]4[C:27]5[C:22](=[CH:23][CH:24]=[CH:25][CH:26]=5)[N:21](S(C5C=CC=CC=5)(=O)=O)[CH:20]=4)[CH2:14]3)[CH:11]=2)[C:6](=[O:38])[C:5]([C:39]([OH:41])=[O:40])=[CH:4]1)[CH3:2].[OH-].[Na+]>O1CCOCC1>[CH2:1]([N:3]1[C:12]2[C:7](=[CH:8][C:9]([F:37])=[C:10]([N:13]3[CH2:18][CH2:17][NH:16][CH:15]([C:19]4[C:27]5[C:22](=[CH:23][CH:24]=[CH:25][CH:26]=5)[NH:21][CH:20]=4)[CH2:14]3)[CH:11]=2)[C:6](=[O:38])[C:5]([C:39]([OH:41])=[O:40])=[CH:4]1)[CH3:2] |f:1.2|. Procedure details: A mixture of 574 mg of 1-ethyl-6-fluoro-1,4-dihydro-4-oxo-7-[3-[1-(phenylsulfonyl)-1H-indol-3-yl]-1-piperazinyl]-3-quinolinecarboxylic acid, 10 ml of 1N sodium hydroxide and 20 ml of dioxane was reacted as described in Example 56, giving 280 mg of the desired product, mp 230° C. The reactants are CCOC(=O)C (EtOAc), [H-].[Na+] (Sodium hydride), ClC=1C=C(C=CC1OC(C)C)C1=NC(=NO1)C=1C=CC=C2C(=CNC12)CCC(=O)OC(C)(C)C (1,1-Dimethylethyl 3-[7-(5-{3-chloro-4-[(1-methylethyl)oxy]phenyl}-1,2,4-oxadiazol-3-yl)-1H-indol-3-yl]propanoate), IC (iodomethane). The solvent is CN(C)C=O (DMF). Reaction conditions: time 5 minute. The product is ClC=1C=C(C=CC1OC(C)C)C1=NC(=NO1)C=1C=CC=C2C(=CN(C12)C)CCC(=O)OC(C)(C)C (1,1-Dimethylethyl 3-[7-(5-{3-chloro-4-[(1-methylethyl)oxy]phenyl}-1,2,4-oxadiazol-3-yl)-1-methyl-1H-indol-3-yl]propanoate). As a reaction SMILES: [H-].[Na+].[Cl:3][C:4]1[CH:5]=[C:6]([C:14]2[O:18][N:17]=[C:16]([C:19]3[CH:20]=[CH:21][CH:22]=[C:23]4[C:27]=3[NH:26][CH:25]=[C:24]4[CH2:28][CH2:29][C:30]([O:32][C:33]([CH3:36])([CH3:35])[CH3:34])=[O:31])[N:15]=2)[CH:7]=[CH:8][C:9]=1[O:10][CH:11]([CH3:13])[CH3:12].IC.[CH3:39]COC(C)=O>CN(C=O)C>[Cl:3][C:4]1[CH:5]=[C:6]([C:14]2[O:18][N:17]=[C:16]([C:19]3[CH:20]=[CH:21][CH:22]=[C:23]4[C:27]=3[N:26]([CH3:39])[CH:25]=[C:24]4[CH2:28][CH2:29][C:30]([O:32][C:33]([CH3:34])([CH3:36])[CH3:35])=[O:31])[N:15]=2)[CH:7]=[CH:8][C:9]=1[O:10][CH:11]([CH3:12])[CH3:13] |f:0.1|. Procedure details: Sodium hydride (60% in mineral oil, 3.98 mg) was added to a solution of 1,1-dimethylethyl 3-[7-(5-{3-chloro-4-[(1-methylethyl)oxy]phenyl}-1,2,4-oxadiazol-3-yl)-1H-indol-3-yl]propanoate (D7) (80 mg) in dry DMF (2 mL) at RT. After stirring for 5 min, iodomethane (0.016 mL) was added. The resulting solution was stirred at RT for 45 min. EtOAc (50 mL) was added and the resulting solution was washed with aqueous HCl (20 mL), followed by water (50 mL). The organic fraction was dried over anhydrous mag...